This data is from the Open Reaction Database (ORD), a public repository of structured organic reaction records. The task is: describe an organic reaction: reactants, conditions, products, and yield The reactants are BrC1=CC=C(CN2C(=NC=C2CO)S)C=C1 (1-(4-Bromobenzyl)-2-mercapto-5-hydroxymethylimidazole), C(C)O (ethanol), [OH-].[Na+] (sodium hydroxide), OO (hydrogen peroxide). The reagents and catalysts are O.[O-]S(=O)(=O)[O-].O=[V+2] (vanadyl sulfate hydrate). The solvent is O (water). Run at temperature 45 celsius. Yields the product BrC1=CC=C(CN2C=NC=C2CO)C=C1 (1-(4-bromobenzyl)-5-hydroxymethylimidazole). Isolated yield 80.4%. RXN SMILES: [Br:1][C:2]1[CH:16]=[CH:15][C:5]([CH2:6][N:7]2[C:11]([CH2:12][OH:13])=[CH:10][N:9]=[C:8]2S)=[CH:4][CH:3]=1.C(O)C.OO.[OH-].[Na+]>O.[O-]S([O-])(=O)=O.O=[V+2].O>[Br:1][C:2]1[CH:16]=[CH:15][C:5]([CH2:6][N:7]2[C:11]([CH2:12][OH:13])=[CH:10][N:9]=[CH:8]2)=[CH:4][CH:3]=1 |f:3.4,5.6.7|. Procedure: 1-(4-Bromobenzyl)-2-mercapto-5-hydroxymethylimidazole(40 g, 0.134 mol) and vanadyl sulfate hydrate(21.9 mg, 0.1 mol %) were introduced into a mixed solution of 240 ml of ethanol and 240 ml of water. The mixture was warmed to 45° C. and stirred. After a short time, 30% hydrogen peroxide(51.6 g, 3.4 molar eq.) was slowly added dropwise thereto and the internal temperature was kept at about 50° C. When the initial white suspension turned to a pale yellow solution, the solution was further stirred f... The reactants are CC(=O)NCCC=1C=C(C=CC1)NC(OC)=O (methyl N-[3-(2-methylcarbonylamino-ethyl)phenyl]carbamate), C(Cl)(Cl)Cl (chloroform), P(Cl)(Cl)(Cl)(Cl)Cl (phosphorus pentachloride). Solvent: O (water). Run at time 16 hour. The product is CC1=NCCC2=CC(=CC=C12)NC(OC)=O (methyl (1-methyl-3,4-dihydro-isoquinoline-6-yl)-carbamate). RXN SMILES: [CH3:1][C:2]([NH:4][CH2:5][CH2:6][C:7]1[CH:8]=[C:9]([NH:13][C:14](=[O:17])[O:15][CH3:16])[CH:10]=[CH:11][CH:12]=1)=O.C(Cl)(Cl)Cl.P(Cl)(Cl)(Cl)(Cl)Cl>O>[CH3:1][C:2]1[C:12]2[C:7](=[CH:8][C:9]([NH:13][C:14](=[O:17])[O:15][CH3:16])=[CH:10][CH:11]=2)[CH2:6][CH2:5][N:4]=1. Reported procedure: A mixture of 4.13 g (17.5 mmol) methyl N-[3-(2-methylcarbonylamino-ethyl)phenyl]carbamate and 35 ml chloroform is slowly combined with 8.00 g (38.4 mmol) phosphorus pentachloride and the mixture is stirred for 16 h. Then the mixture is carefully poured into water and stirred for 45 min. It is extracted 3× with methylene chloride and then the aqueous phase is made basic with 4N NaOH. The crystals precipitated are suction filtered and dried. Reactants: Cc1cc(O)ccc1N, CC(=O)O, O=[N+]([O-])c1ccc(S(=O)(=O)Cl)cc1, O, c1ccncc1. Product: Cc1cc(O)ccc1NS(=O)(=O)c1ccc([N+](=O)[O-])cc1. Reaction SMILES: [CH3:1][c:2]1[cH:3][c:4]([OH:5])[cH:6][cH:7][c:8]1[NH2:9].[CH3:24][C:25](=[O:26])[OH:27].[N+:10](=[O:11])([O-:12])[c:13]1[cH:14][cH:15][c:16]([S:19](=[O:20])(=[O:21])[Cl:22])[cH:17][cH:18]1.[OH2:23].[cH:28]1[cH:29][cH:30][n:31][cH:32][cH:33]1>>[CH3:1][c:2]1[cH:3][c:4]([OH:5])[cH:6][cH:7][c:8]1[NH:9][S:19]([c:16]1[cH:15][cH:14][c:13]([N+:10](=[O:11])[O-:12])[cH:18][cH:17]1)(=[O:20])=[O:21]. Starting materials: O=C1NCc2c(-c3ccccc3Cl)cc(CBr)cc2N1c1c(Cl)cccc1Cl, CCOP(OCC)OCC, CCCCCC, CN(C)C=O. Product: CCOP(=O)(Cc1cc(-c2ccccc2Cl)c2c(c1)N(c1c(Cl)cccc1Cl)C(=O)NC2)OCC. RXN SMILES: [Br:1][CH2:2][c:3]1[cH:4][c:5](-[c:22]2[c:23]([Cl:28])[cH:24][cH:25][cH:26][cH:27]2)[c:6]2[c:11]([cH:12]1)[N:10]([c:13]1[c:14]([Cl:20])[cH:15][cH:16][cH:17][c:18]1[Cl:19])[C:9](=[O:21])[NH:8][CH2:7]2.[CH2:29]([CH3:30])[O:31][P:32]([O:33][CH2:34][CH3:35])[O:36][CH2:37][CH3:38].[CH3:39][CH2:40][CH2:41][CH2:42][CH2:43][CH3:44].[O:45]=[CH:46][N:47]([CH3:48])[CH3:49]>>[CH2:2]([c:3]1[cH:4][c:5](-[c:22]2[c:23]([Cl:28])[cH:24][cH:25][cH:26][cH:27]2)[c:6]2[c:11]([cH:12]1)[N:10]([c:13]1[c:14]([Cl:20])[cH:15][cH:16][cH:17][c:18]1[Cl:19])[C:9](=[O:21])[NH:8][CH2:7]2)[P:32]([O:31][CH2:29][CH3:30])([O:33][CH2:34][CH3:35])=[O:36]. Reactants: CCCc1c(OCCCOc2cc(NC(=O)C(=O)OC)c(Cl)cc2C)ccc(C(C)=O)c1O, CO, [Na+], [OH-]. Product: CCCc1c(OCCCOc2cc(NC(=O)C(=O)O)c(Cl)cc2C)ccc(C(C)=O)c1O. RXN SMILES: [CH3:1][O:2][C:3]([C:4](=[O:5])[NH:6][c:7]1[cH:8][c:9]([O:15][CH2:16][CH2:17][CH2:18][O:19][c:20]2[c:21]([CH2:30][CH2:31][CH3:32])[c:22]([OH:29])[c:23]([C:26]([CH3:27])=[O:28])[cH:24][cH:25]2)[c:10]([CH3:14])[cH:11][c:12]1[Cl:13])=[O:33].[CH3:36][OH:37].[Na+:35].[OH-:34]>>[O:2]=[C:3]([C:4](=[O:5])[NH:6][c:7]1[cH:8][c:9]([O:15][CH2:16][CH2:17][CH2:18][O:19][c:20]2[c:21]([CH2:30][CH2:31][CH3:32])[c:22]([OH:29])[c:23]([C:26]([CH3:27])=[O:28])[cH:24][cH:25]2)[c:10]([CH3:14])[cH:11][c:12]1[Cl:13])[OH:33].